Dataset: the Open Reaction Database (ORD), a public repository of structured organic reaction records. Task: describe an organic reaction: reactants, conditions, products, and yield Reactants: CC(C)(C)[Si](C)(C)Cl, CCOC(C)=O, CN(C)C=O, OCCc1ccccc1O, c1c[nH]cn1. The product is CC(C)(C)[Si](C)(C)OCCc1ccccc1O. As a reaction SMILES: [C:11]([CH3:12])([CH3:13])([CH3:14])[Si:15]([CH3:16])([CH3:17])[Cl:18].[CH3:24][CH2:25][O:26][C:27]([CH3:28])=[O:29].[O:30]=[CH:31][N:32]([CH3:33])[CH3:34].[OH:1][CH2:2][CH2:3][c:4]1[c:5]([OH:10])[cH:6][cH:7][cH:8][cH:9]1.[nH:19]1[cH:20][cH:21][n:22][cH:23]1>>[O:1]([CH2:2][CH2:3][c:4]1[c:5]([OH:10])[cH:6][cH:7][cH:8][cH:9]1)[Si:15]([C:11]([CH3:12])([CH3:13])[CH3:14])([CH3:16])[CH3:17]. Reactants: C(C1=CC=CC=C1)O (benzyl alcohol), N1=CC=CC=C1 (pyridine), ClC=1C=C(C(=O)Cl)C=C(N1)Cl (2,6-dichloroisonicotinic acid chloride). Reagents/catalysts: CN(C1=CC=NC=C1)C (4-dimethylaminopyridine). Run in C(Cl)Cl (methylene chloride), C(C)#N (acetonitrile), C(C)#N (acetonitrile). Conditions: time 8 hour. The product is C(C1=CC=CC=C1)OC(C1=CC(=NC(=C1)Cl)Cl)=O (2,6-dichloroisonicotinic acid benzyl ester). Reaction SMILES: [Cl:1][C:2]1[CH:3]=[C:4]([CH:8]=[C:9]([Cl:11])[N:10]=1)[C:5](Cl)=[O:6].[CH2:12]([OH:19])[C:13]1[CH:18]=[CH:17][CH:16]=[CH:15][CH:14]=1.N1C=CC=CC=1>C(#N)C.CN(C)C1C=CN=CC=1.C(Cl)Cl>[CH2:12]([O:19][C:5](=[O:6])[C:4]1[CH:8]=[C:9]([Cl:11])[N:10]=[C:2]([Cl:1])[CH:3]=1)[C:13]1[CH:18]=[CH:17][CH:16]=[CH:15][CH:14]=1. Procedure details: 7.8 g of 2,6-dichloroisonicotinic acid chloride, dissolved in 10 ml of acetonitrile, are added dropwise to a solution, maintained at 15°-20° C. by cooling, of 5.4 g of benzyl alcohol, 0.5 g of 4-dimethylaminopyridine and 3.0 g of pyridine in 50 ml of acetonitrile. After stirring overnight at room temperature the batch is poured onto ice-water, taken up in methylene chloride, washed with water, dried and concentrated by evaporation. The oil that remains crystallises from pentane in the form of wh... Reactants: OC1C(N(C2=C(C(=N1)C1=CC=CC=C1)C=C(C=C2)Cl)C)=O (3-hydroxy-1,3-dihydro-1-methyl-7-chloro-5-phenyl-2H-1,4-benzodiazepin-2-one), C(C)N(CC)S(F)(F)F (diethylaminosulfur trifluoride), ice, O (water). The solvent is C(Cl)Cl (methylene chloride), C(Cl)Cl (methylene chloride). The product is FC1C(N(C2=C(C(=N1)C1=CC=CC=C1)C=C(C=C2)Cl)C)=O (3-fluoro-1,3-dihydro-1-methyl-7-chloro-5-phenyl-2H-1,4-benzodiazepin-2-one). Yield: 70.0%. RXN SMILES: O[CH:2]1[N:8]=[C:7]([C:9]2[CH:14]=[CH:13][CH:12]=[CH:11][CH:10]=2)[C:6]2[CH:15]=[C:16]([Cl:19])[CH:17]=[CH:18][C:5]=2[N:4]([CH3:20])[C:3]1=[O:21].C(N(S(F)(F)[F:28])CC)C.O>C(Cl)Cl>[F:28][CH:2]1[N:8]=[C:7]([C:9]2[CH:14]=[CH:13][CH:12]=[CH:11][CH:10]=2)[C:6]2[CH:15]=[C:16]([Cl:19])[CH:17]=[CH:18][C:5]=2[N:4]([CH3:20])[C:3]1=[O:21]. Procedure details: A solution of 12.1 g (0.04 mol) of 3-hydroxy-1,3-dihydro-1-methyl-7-chloro-5-phenyl-2H-1,4-benzodiazepin-2-one in 25 ml of anhydrous methylene chloride was added dropwise over a period of 15 min. to a stirred solution of 12.6 ml (0.1 mol) of diethylaminosulfur trifluoride in 300 ml of anhydrous methylene chloride cooled to -70°. The reaction mixture was allowed to warm slowly over a period of 45 min. to 5° and then poured into 500 ml of ice and water. The lower organic layer was separated, washe... Starting materials: NC1=C(C=CC=2NC(CN(CC21)CC2=CC=CC=C2)=O)OC (6-amino-4-benzyl-7-methoxy-1,3,4,5-tetrahydro-benzo[e][1,4]diazepin-2-one), ClC1=NC=C(C(=N1)N[C@H]1[C@@H](CCCC1)NS(=O)(=O)C)Cl (N-[(1R,2R)-2-(2,5-dichloro-pyrimidin-4-ylamino)-cyclohexyl]-methanesulfonamide), Cl.O1CCOCC1 (HCl dioxane). Run in COCCO (2-methoxyethanol). Conditions: temperature 90 celsius. Product: C(C1=CC=CC=C1)N1CC(NC2=C(C1)C(=C(C=C2)OC)NC2=NC=C(C(=N2)N[C@H]2[C@@H](CCCC2)NS(=O)(=O)C)Cl)=O (N-{(1R,2R)-2-[2-(4-benzyl-7-methoxy-2-oxo-2,3,4,5-tetrahydro-1H-benzo[e][1,4]diazepin-6-ylamino)-5-chloro-pyrimidin-4-ylamino]-cyclohexyl}-methanesulfonamide). Reaction SMILES: [NH2:1][C:2]1[C:12]2[CH2:11][N:10]([CH2:13][C:14]3[CH:19]=[CH:18][CH:17]=[CH:16][CH:15]=3)[CH2:9][C:8](=[O:20])[NH:7][C:6]=2[CH:5]=[CH:4][C:3]=1[O:21][CH3:22].Cl[C:24]1[N:29]=[C:28]([NH:30][C@@H:31]2[CH2:36][CH2:35][CH2:34][CH2:33][C@H:32]2[NH:37][S:38]([CH3:41])(=[O:40])=[O:39])[C:27]([Cl:42])=[CH:26][N:25]=1.Cl.O1CCOCC1>COCCO>[CH2:13]([N:10]1[CH2:11][C:12]2[C:2]([NH:1][C:24]3[N:29]=[C:28]([NH:30][C@@H:31]4[CH2:36][CH2:35][CH2:34][CH2:33][C@H:32]4[NH:37][S:38]([CH3:41])(=[O:39])=[O:40])[C:27]([Cl:42])=[CH:26][N:25]=3)=[C:3]([O:21][CH3:22])[CH:4]=[CH:5][C:6]=2[NH:7][C:8](=[O:20])[CH2:9]1)[C:14]1[CH:19]=[CH:18][CH:17]=[CH:16][CH:15]=1 |f:2.3|. Reported procedure: To a solution of 6-amino-4-benzyl-7-methoxy-1,3,4,5-tetrahydro-benzo[e][1,4]diazepin-2-one (75 mg, 0.25 mmol) and N-[(1R,2R)-2-(2,5-dichloro-pyrimidin-4-ylamino)-cyclohexyl]-methanesulfonamide (85 mg, 0.25 mmol) in 2-methoxyethanol (2 mL) was added 4N HCl-dioxane (0.20 mL). The mixture was heated to 90° C. for two hours whereupon LCMS showed complete consumption of the aniline. After being cooled to room temperature, triethylamine was added to pH 9 and the crude product was purified by preparati... The reactants are ClCCCl (1,2-Dichloroethane), N(=[N+]=[N-])C=1C(=NC(=NC1C1=CC=C(C=C1)OC)C1=CC=C(C=C1)OC)C(=O)OC (methyl 5-azido-2,6-bis(4-methoxyphenyl)pyrimidine-4-carboxylate). Reagents/catalysts: CCCCCCCC(=O)O.CCCCCCCC(=O)O.CCCCCCCC(=O)O.CCCCCCCC(=O)O.[Rh].[Rh] (rhodium octanoate dimer). Solvent: ClCCl (dichloromethane), CCOC(=O)C (EtOAc). Conditions: temperature 60 celsius. Yields the product COC=1C=CC=2C3=C(NC2C1)C(=NC(=N3)C3=CC=C(C=C3)OC)C(=O)OC (methyl 7-methoxy-2-(4-methoxyphenyl)-5H-pyrimido[5,4-b]indole-4-carboxylate). The yield is 70.0%. As a reaction SMILES: ClCCCl.[N:5]([C:8]1[C:9]([C:30]([O:32][CH3:33])=[O:31])=[N:10][C:11]([C:22]2[CH:27]=[CH:26][C:25]([O:28][CH3:29])=[CH:24][CH:23]=2)=[N:12][C:13]=1[C:14]1[CH:19]=[CH:18][C:17]([O:20][CH3:21])=[CH:16][CH:15]=1)=[N+]=[N-]>ClCCl.CCOC(C)=O.CCCCCCCC(O)=O.CCCCCCCC(O)=O.CCCCCCCC(O)=O.CCCCCCCC(O)=O.[Rh].[Rh]>[CH3:21][O:20][C:17]1[CH:16]=[CH:15][C:14]2[C:13]3[N:12]=[C:11]([C:22]4[CH:27]=[CH:26][C:25]([O:28][CH3:29])=[CH:24][CH:23]=4)[N:10]=[C:9]([C:30]([O:32][CH3:33])=[O:31])[C:8]=3[NH:5][C:19]=2[CH:18]=1 |f:4.5.6.7.8.9|. Reported procedure: 1,2-Dichloroethane (0.25 mL) was added to a mixture of methyl 5-azido-2,6-bis(4-methoxyphenyl)pyrimidine-4-carboxylate (154 mg, 0.393 mmol), rhodium octanoate dimer (31 mg, 0.039 mmol) and crushed 4 A° molecular sieves (154 mg) in a microwave vial. The vial was sealed and heated at 60° C. overnight. This was diluted with mixture of dichloromethane and EtOAc (9:1), filtered, and the solvent removed from the filtrate. Radial silica chromatography (step gradient elution with methylene chloride cont... The reactants are CC(C)(C)OC(=O)N1CCCC1C(=O)O, CN(C(=O)c1ccc(Cl)cc1)C1CCNCC1c1ccc(Cl)c(Cl)c1, Cl. Yields the product CN(C(=O)c1ccc(Cl)cc1)C1CCN(C(=O)C2CCCN2C(=O)OC(C)(C)C)CC1c1ccc(Cl)c(Cl)c1. RXN SMILES: [C:27]([CH3:28])([CH3:29])([CH3:30])[O:31][C:32](=[O:33])[N:34]1[CH:35]([C:36](=[O:37])[OH:38])[CH2:39][CH2:40][CH2:41]1.[Cl:2][c:3]1[cH:4][cH:5][c:6]([C:7](=[O:8])[N:9]([CH3:10])[CH:11]2[CH:12]([c:17]3[cH:18][c:19]([Cl:24])[c:20]([Cl:23])[cH:21][cH:22]3)[CH2:13][NH:14][CH2:15][CH2:16]2)[cH:25][cH:26]1.[ClH:1]>>[Cl:2][c:3]1[cH:4][cH:5][c:6]([C:7](=[O:8])[N:9]([CH3:10])[CH:11]2[CH:12]([c:17]3[cH:18][c:19]([Cl:24])[c:20]([Cl:23])[cH:21][cH:22]3)[CH2:13][N:14]([C:36]([CH:35]3[N:34]([C:32]([O:31][C:27]([CH3:28])([CH3:29])[CH3:30])=[O:33])[CH2:41][CH2:40][CH2:39]3)=[O:37])[CH2:15][CH2:16]2)[cH:25][cH:26]1. Reactants: CO, CCOC(=O)NC(C)C(=O)c1ccc(OC(=O)OCC)c(Cl)c1, [K+], [OH-], O. The product is CCOC(=O)NC(C)C(=O)c1ccc(O)c(Cl)c1. As a reaction SMILES: [CH3:27][OH:28].[Cl:3][c:4]1[cH:5][c:6]([C:16]([CH:17]([CH3:18])[NH:19][C:20]([O:21][CH2:22][CH3:23])=[O:24])=[O:25])[cH:7][cH:8][c:9]1[O:10][C:11]([O:12][CH2:13][CH3:14])=[O:15].[K+:2].[OH-:1].[OH2:26]>>[Cl:3][c:4]1[cH:5][c:6]([C:16]([CH:17]([CH3:18])[NH:19][C:20]([O:21][CH2:22][CH3:23])=[O:24])=[O:25])[cH:7][cH:8][c:9]1[OH:10].